Dataset: the Open Reaction Database (ORD), a public repository of structured organic reaction records. Task: describe an organic reaction: reactants, conditions, products, and yield Reactants: CCCC1=C(C=CC(=C1O)C(=O)C)O (2,4-dihydroxy-3-propylacetophenone), Cl (hydrochloric acid), C([O-])([O-])=O.[K+].[K+] (potassium carbonate), ClCCCCCCO (6-chloro-1-hexanol). Run in C(C)C(=O)C (methyl ethyl ketone). The product is C(C)(=O)C1=C(C(=C(OCCCCCCO)C=C1)CCC)O (6-(4-Acetyl-3-hydroxy-2-propylphenoxy)-1-hexanol). Reaction SMILES: [CH3:1][CH2:2][CH2:3][C:4]1[C:9]([OH:10])=[C:8]([C:11]([CH3:13])=[O:12])[CH:7]=[CH:6][C:5]=1[OH:14].C(=O)([O-])[O-].[K+].[K+].Cl[CH2:22][CH2:23][CH2:24][CH2:25][CH2:26][CH2:27][OH:28].Cl>C(C(C)=O)C>[C:11]([C:8]1[CH:7]=[CH:6][C:5]([O:14][CH2:22][CH2:23][CH2:24][CH2:25][CH2:26][CH2:27][OH:28])=[C:4]([CH2:3][CH2:2][CH3:1])[C:9]=1[OH:10])(=[O:12])[CH3:13] |f:1.2.3|. Reported procedure: A solution of 10 g. of 2,4-dihydroxy-3-propylacetophenone, 8 g. of potassium carbonate, and 7.1 g. of 6-chloro-1-hexanol in 50 ml. of methyl ethyl ketone was heated to reflux overnight. Upon cooling, dilute hydrochloric acid was added and the resulting organic layer was separated, dried over sodium sulfate, and evaporated to dryness. The residue was purified by chromatography giving 2.87 g. of the title product as an oily solid. The reactants are CNS(=O)(=O)C=1C=C2CC(NC2=CC1)=O (2-Oxo-2,3-dihydro-1H-indole-5-sulfonic acid methylamide), CN(CCCC1=C(NC2=CC=CC=C12)C=O)C (3-(3-dimethylamino-propyl)-1H-indole-2-carbaldehyde). Yields the product CNS(=O)(=O)C=1C=C2C(C(NC2=CC1)=O)=CC=1NC2=CC=CC=C2C1CCCN(C)C (3-[3-(3-Dimethylaminopropyl)-1H-indol-2-ylmethylene]-2-oxo-2,3-dihydro-1H-indole-5-sulfonic acid methylamide). As a reaction SMILES: [CH3:1][NH:2][S:3]([C:6]1[CH:7]=[C:8]2[C:12](=[CH:13][CH:14]=1)[NH:11][C:10](=[O:15])[CH2:9]2)(=[O:5])=[O:4].[CH3:16][N:17]([CH3:32])[CH2:18][CH2:19][CH2:20][C:21]1[C:29]2[C:24](=[CH:25][CH:26]=[CH:27][CH:28]=2)[NH:23][C:22]=1[CH:30]=O>>[CH3:1][NH:2][S:3]([C:6]1[CH:7]=[C:8]2[C:12](=[CH:13][CH:14]=1)[NH:11][C:10](=[O:15])[C:9]2=[CH:30][C:22]1[NH:23][C:24]2[C:29]([C:21]=1[CH2:20][CH2:19][CH2:18][N:17]([CH3:32])[CH3:16])=[CH:28][CH:27]=[CH:26][CH:25]=2)(=[O:5])=[O:4]. Procedure details: 2-Oxo-2,3-dihydro-1H-indole-5-sulfonic acid methylamide (98 mg, 0.43 mmol) was condensed with 3-(3-dimethylamino-propyl)-1H-indole-2-carbaldehyde (100 mg) to give the title compound as an orange solid. The solvent is CN(C)C=O (DMF), CN(C)C=O (DMF). Product: CN1CCC2=C([C@H](C1)C1=CC=CC=C1)C=C(C(=C2)C)OC2=NN=NN2C2=CC=CC=C2 ((R)-3,7-dimethyl-8-(1-phenyl-1H-tetrazol-5-yl)oxy-1-phenyl-2,3,4,5-tetrahydro-1H-3-benzazepine). Starting materials: ClC1=NN=NN1C1=CC=CC=C1 (5-chloro-1-phenyl-1H-tetrazole), ice, O (H2O), [H-].[Na+] (sodium hydride), oil, OC=1C(=CC2=C([C@H](CN(CC2)C)C2=CC=CC=C2)C1)C ((R)-8-Hydroxy-3,7-dimethyl-1-phenyl-2,3,4,5-tetrahydro-1H-3-benzazepine). Procedure: (R)-8-Hydroxy-3,7-dimethyl-1-phenyl-2,3,4,5-tetrahydro-1H-3-benzazepine (13.35g, 0.0499 mol) was dissolved in DMF (70 ml) and 50% sodium hydride in mineral oil (2.4 g, 0.0499 mol) was added with stirring under nitrogen. The solution was stirred at room temperature for one hour longer. A solution of 5-chloro-1-phenyl-1H-tetrazole (9.90 g) in DMF (40 ml) was added dropwise to the solution with stirring. The solution was stirred for two hours longer and then at 45° C. for another 0.5 hour. The solu... Run at time 0.5 hour. Reaction SMILES: [OH:1][C:2]1[C:3]([CH3:20])=[CH:4][C:5]2[CH2:11][CH2:10][N:9]([CH3:12])[CH2:8][C@H:7]([C:13]3[CH:18]=[CH:17][CH:16]=[CH:15][CH:14]=3)[C:6]=2[CH:19]=1.[H-].[Na+].Cl[C:24]1[N:28]([C:29]2[CH:34]=[CH:33][CH:32]=[CH:31][CH:30]=2)[N:27]=[N:26][N:25]=1.O>CN(C=O)C>[CH3:12][N:9]1[CH2:8][C@H:7]([C:13]2[CH:14]=[CH:15][CH:16]=[CH:17][CH:18]=2)[C:6]2[CH:19]=[C:2]([O:1][C:24]3[N:28]([C:29]4[CH:34]=[CH:33][CH:32]=[CH:31][CH:30]=4)[N:27]=[N:26][N:25]=3)[C:3]([CH3:20])=[CH:4][C:5]=2[CH2:11][CH2:10]1 |f:1.2|. Starting materials: COC(=O)C1CCCN1C(=O)CN(C(=O)C(C)NP(=O)(Cc1ccccc1)Cc1ccccc1)C1Cc2ccccc2C1, CC(C)=O, [Na+], [OH-], O. The product is CC(NP(=O)(Cc1ccccc1)Cc1ccccc1)C(=O)N(CC(=O)N1CCCC1C(=O)O)C1Cc2ccccc2C1. RXN SMILES: [CH3:1][O:2][C:3]([CH:4]1[N:5]([C:9]([CH2:10][N:11]([CH:12]2[CH2:13][c:14]3[cH:15][cH:16][cH:17][cH:18][c:19]3[CH2:20]2)[C:21]([CH:22]([NH:23][P:24](=[O:25])([CH2:26][c:27]2[cH:28][cH:29][cH:30][cH:31][cH:32]2)[CH2:33][c:34]2[cH:35][cH:36][cH:37][cH:38][cH:39]2)[CH3:40])=[O:41])=[O:42])[CH2:6][CH2:7][CH2:8]1)=[O:43].[CH3:46][C:47](=[O:48])[CH3:49].[Na+:45].[OH-:44].[OH2:50]>>[O:2]=[C:3]([CH:4]1[N:5]([C:9]([CH2:10][N:11]([CH:12]2[CH2:13][c:14]3[cH:15][cH:16][cH:17][cH:18][c:19]3[CH2:20]2)[C:21]([CH:22]([NH:23][P:24](=[O:25])([CH2:26][c:27]2[cH:28][cH:29][cH:30][cH:31][cH:32]2)[CH2:33][c:34]2[cH:35][cH:36][cH:37][cH:38][cH:39]2)[CH3:40])=[O:41])=[O:42])[CH2:6][CH2:7][CH2:8]1)[OH:43]. Reactants: O=C(Cl)c1ccccc1, O=C(Nc1ccccc1Oc1ccc(Cl)cc1)C1CCNCC1, ClCCl, c1ccncc1. Yields the product O=C(Nc1ccccc1Oc1ccc(Cl)cc1)C1CCN(C(=O)c2ccccc2)CC1. Reaction SMILES: [C:30]([c:31]1[cH:32][cH:33][cH:34][cH:35][cH:36]1)(=[O:37])[Cl:38].[Cl:1][c:2]1[cH:3][cH:4][c:5]([O:6][c:7]2[c:8]([NH:13][C:14](=[O:15])[CH:16]3[CH2:17][CH2:18][NH:19][CH2:20][CH2:21]3)[cH:9][cH:10][cH:11][cH:12]2)[cH:22][cH:23]1.[Cl:39][CH2:40][Cl:41].[cH:24]1[cH:25][cH:26][n:27][cH:28][cH:29]1>>[Cl:1][c:2]1[cH:3][cH:4][c:5]([O:6][c:7]2[c:8]([NH:13][C:14](=[O:15])[CH:16]3[CH2:17][CH2:18][N:19]([C:30]([c:31]4[cH:32][cH:33][cH:34][cH:35][cH:36]4)=[O:37])[CH2:20][CH2:21]3)[cH:9][cH:10][cH:11][cH:12]2)[cH:22][cH:23]1. The reactants are CN(C1CC2N(C3=C(SC4=C2C=CC=C4)C=CC(=C3)C(F)(F)F)CC1)C (2-dimethylamino-7-trifluoromethyl-1,3,4,14b-tetrahydro-2H-pyridino[ 1,2-d]-dibenzo[b,f](1,4)-thiazepine), C(Cl)(Cl)Cl.CO (chloroform methanol). Yields the product CN(C1CC2N(C3=C(CC4=C2C=CC=C4)C=CC=C3)CC1)C (2-dimethylamino-1,2,3,4,10,14b-hexahydro-pyridino[1,2-a]-dibenzo[c,f]-azepine). RXN SMILES: [CH3:1][N:2]([CH3:26])[CH:3]1[CH2:25][CH2:24][N:6]2[C:7]3[CH:19]=[C:18](C(F)(F)F)[CH:17]=[CH:16][C:8]=3S[C:10]3[CH:15]=[CH:14][CH:13]=[CH:12][C:11]=3[CH:5]2[CH2:4]1.[CH:27](Cl)(Cl)Cl.CO>>[CH3:1][N:2]([CH3:26])[CH:3]1[CH2:25][CH2:24][N:6]2[C:7]3[CH:19]=[CH:18][CH:17]=[CH:16][C:8]=3[CH2:27][C:10]3[CH:15]=[CH:14][CH:13]=[CH:12][C:11]=3[CH:5]2[CH2:4]1 |f:1.2|. Procedure details: 2-dimethylamino-7-trifluoromethyl-1,3,4,14b-tetrahydro-2H-pyridino[ 1,2-d]-dibenzo[b,f](1,4)-thiazepine (2-equatorial), (oil); Rf = 0.45 in chloroform:methanol (8:2). Isolated yield 68.0%. The product is C(C)N1CCN(CC1)C1=CC=C(C=N1)NC=1N=C(C2=C(N1)C(=CS2)C=2C=NC1=CC=CC=C1C2)N (N2-(6-(4-ethylpiperazin-1-yl)pyridin-3-yl)-7-(quinolin-3-yl)thieno[3,2-d]pyrimidin-2,4-diamine). As a reaction SMILES: Cl[C:2]1[N:3]=[C:4]([NH2:21])[C:5]2[S:10][CH:9]=[C:8]([C:11]3[CH:12]=[N:13][C:14]4[C:19]([CH:20]=3)=[CH:18][CH:17]=[CH:16][CH:15]=4)[C:6]=2[N:7]=1.[CH2:22]([N:24]1[CH2:29][CH2:28][N:27]([C:30]2[N:35]=[CH:34][C:33]([NH2:36])=[CH:32][CH:31]=2)[CH2:26][CH2:25]1)[CH3:23]>>[CH2:22]([N:24]1[CH2:25][CH2:26][N:27]([C:30]2[N:35]=[CH:34][C:33]([NH:36][C:2]3[N:3]=[C:4]([NH2:21])[C:5]4[S:10][CH:9]=[C:8]([C:11]5[CH:12]=[N:13][C:14]6[C:19]([CH:20]=5)=[CH:18][CH:17]=[CH:16][CH:15]=6)[C:6]=4[N:7]=3)=[CH:32][CH:31]=2)[CH2:28][CH2:29]1)[CH3:23]. Reactants: ClC=1N=C(C2=C(N1)C(=CS2)C=2C=NC1=CC=CC=C1C2)N (2-chloro-7-(quinolin-3-yl)thieno[3,2-d]pyrimidin-4-amine), C(C)N1CCN(CC1)C1=CC=C(C=N1)N (6-(4-ethylpiperazin-1-yl)pyridin-3-amine). Procedure details: The target compound of Example 30 (21 mg, 68% yield) was prepared in the same manner as Step 9 of Example 1 using 2-chloro-7-(quinolin-3-yl)thieno[3,2-d]pyrimidin-4-amine (20 mg, 0.064 mmol) and 6-(4-ethylpiperazin-1-yl)pyridin-3-amine (20 mg, 0.096 mmol). Reactants: CC(=O)C1=CC=C(C=C1)N (4-aminoacetophenone), [N-]=C=O.COC([C@@H](N)CC(N)=O)=O (asparagine methyl ester isocyanate), Cl.NO (hydroxylamine hydrochloride), C(OC)(OC)OC (trimethyl orthoformate). Solvent: C1CCOC1 (THF), C1CCOC1 (THF), N1=CC=CC=C1 (pyridine). Reaction conditions: time 3 hour. The product is ON=C(C)C1=CC=C(C=C1)NC(=O)NC(CC(N)=O)C(=O)OC (N-[4-(1-hydroxyiminoethyl)phenyl]-N'-(1-methoxycarbonyl-2-carbamoylethyl)urea). RXN SMILES: [CH3:1][C:2]([C:4]1[CH:9]=[CH:8][C:7]([NH2:10])=[CH:6][CH:5]=1)=O.[N-:11]=[C:12]=[O:13].[CH3:14][O:15][C:16](=[O:23])[C@H:17]([CH2:19][C:20](=[O:22])[NH2:21])N.Cl.[NH2:25][OH:26].C(OC)(OC)OC>C1COCC1.N1C=CC=CC=1>[OH:26][N:25]=[C:2]([C:4]1[CH:9]=[CH:8][C:7]([NH:10][C:12]([NH:11][CH:17]([C:16]([O:15][CH3:14])=[O:23])[CH2:19][C:20](=[O:22])[NH2:21])=[O:13])=[CH:6][CH:5]=1)[CH3:1] |f:1.2,3.4|. Procedure details: A solution of 0.02 mol 4-aminoacetophenone in 40 mL THF is added dropwise to a solution of 0.02 mol of asparagine methyl ester isocyanate and 5 mL pyridine in 40 mL THF, and the reaction mixture is stirred for 3 hours. The solvent is then removed by rotary evaporator. The residue is dispersed in 50 mL CH3OH, and 0.022 mol hydroxylamine hydrochloride and 0.06 mol trimethyl orthoformate are added. The reaction mixture is heated to reflux for 1 hour. The solvent is removed by rotary evaporator. Add...